This data is from the Open Reaction Database (ORD), a public repository of structured organic reaction records. The task is: describe an organic reaction: reactants, conditions, products, and yield Product: COc1ccc2c(c1Nc1ncc(Cl)c(NC3CCCCC3NS(C)(=O)=O)n1)CCC(N1CCOCC1)CC2. Reaction SMILES: [CH3:40][O:41][c:42]1[c:43]([NH2:44])[cH:45][c:46]2[c:58]([cH:59]1)[CH2:57][CH2:56][CH:49]([N:50]1[CH2:51][CH2:52][O:53][CH2:54][CH2:55]1)[CH2:48][CH2:47]2.[CH3:60][O:61][c:62]1[cH:63][cH:64][c:65]2[c:66]([c:78]1[NH2:79])[CH2:67][CH2:68][CH:69]([N:72]1[CH2:73][CH2:74][O:75][CH2:76][CH2:77]1)[CH2:70][CH2:71]2.[Cl:1][c:2]1[n:3][c:4]([NH:5][CH:6]2[CH:7]3[CH2:8][CH:9]([CH:10]=[CH:11]3)[CH:12]2[C:13]([NH2:14])=[O:15])[c:16]([Cl:17])[cH:18][n:19]1.[Cl:20][c:21]1[n:22][cH:23][c:24]([Cl:39])[c:25]([NH:27][CH:28]2[CH:29]([NH:34][S:35](=[O:36])(=[O:37])[CH3:38])[CH2:30][CH2:31][CH2:32][CH2:33]2)[n:26]1>>[c:21]1([NH:79][c:78]2[c:62]([O:61][CH3:60])[cH:63][cH:64][c:65]3[c:66]2[CH2:67][CH2:68][CH:69]([N:72]2[CH2:73][CH2:74][O:75][CH2:76][CH2:77]2)[CH2:70][CH2:71]3)[n:22][cH:23][c:24]([Cl:39])[c:25]([NH:27][CH:28]2[CH:29]([NH:34][S:35](=[O:36])(=[O:37])[CH3:38])[CH2:30][CH2:31][CH2:32][CH2:33]2)[n:26]1. Reactants: COc1cc2c(cc1N)CCC(N1CCOCC1)CC2, COc1ccc2c(c1N)CCC(N1CCOCC1)CC2, NC(=O)C1C2C=CC(C2)C1Nc1nc(Cl)ncc1Cl, CS(=O)(=O)NC1CCCCC1Nc1nc(Cl)ncc1Cl. Starting materials: Clc1nc(Nc2cc[nH]n2)cc2ccccc12, OB(O)c1ccncc1. The product is c1ccc2c(-c3ccncc3)nc(Nc3cc[nH]n3)cc2c1. As a reaction SMILES: [Cl:1][c:2]1[n:3][c:4]([NH:12][c:13]2[n:14][nH:15][cH:16][cH:17]2)[cH:5][c:6]2[cH:7][cH:8][cH:9][cH:10][c:11]12.[n:18]1[cH:19][cH:20][c:21]([B:24]([OH:25])[OH:26])[cH:22][cH:23]1>>[c:2]1(-[c:21]2[cH:20][cH:19][n:18][cH:23][cH:22]2)[n:3][c:4]([NH:12][c:13]2[n:14][nH:15][cH:16][cH:17]2)[cH:5][c:6]2[cH:7][cH:8][cH:9][cH:10][c:11]12. Reactants: C=CC(=O)OC, CC(C)=O, ClCCl, Cl, [Cu]I, Nc1ccc(O)cc1, O. Yields the product COC(=O)C(Cl)Cc1ccc(O)cc1. RXN SMILES: [C:10]([CH:11]=[CH2:12])(=[O:13])[O:14][CH3:15].[CH3:17][C:18](=[O:19])[CH3:20].[Cl:21][CH2:22][Cl:23].[ClH:9].[Cu:24][I:25].[NH2:1][c:2]1[cH:3][cH:4][c:5]([OH:6])[cH:7][cH:8]1.[OH2:16]>>[c:2]1([CH2:12][CH:11]([Cl:9])[C:10](=[O:13])[O:14][CH3:15])[cH:3][cH:4][c:5]([OH:6])[cH:7][cH:8]1. The reactants are ClC1=C(OC(C(=O)O)(C)C)C=CC(=C1Cl)CCC(C=1SC(=CC1)C1=CC=C(C=C1)C(F)(F)F)O (2-(2,3-dichloro-4-(3-hydroxy-3-(5-(4-(trifluoromethyl)phenyl)thien-2-yl)propyl)phenoxy)-2-methylpropanoic acid), [H-].[Na+] (sodium hydride), BrC(C)C (2-bromopropane). The product is ClC1=C(OC(C(=O)O)(C)C)C=CC(=C1Cl)CCC(C=1SC(=CC1)C1=CC=C(C=C1)C(F)(F)F)OC(C)C (2-(2,3-Dichloro-4-(3-isopropoxy-3-(5-(4-(trifluoromethyl)phenyl)thien-2-yl)propyl)phenoxy)-2-methylpropanoic acid). Reaction SMILES: [Cl:1][C:2]1[C:14]([Cl:15])=[C:13]([CH2:16][CH2:17][CH:18]([OH:34])[C:19]2[S:20][C:21]([C:24]3[CH:29]=[CH:28][C:27]([C:30]([F:33])([F:32])[F:31])=[CH:26][CH:25]=3)=[CH:22][CH:23]=2)[CH:12]=[CH:11][C:3]=1[O:4][C:5]([CH3:10])([CH3:9])[C:6]([OH:8])=[O:7].[H-].[Na+].Br[CH:38]([CH3:40])[CH3:39]>>[Cl:1][C:2]1[C:14]([Cl:15])=[C:13]([CH2:16][CH2:17][CH:18]([O:34][CH:38]([CH3:40])[CH3:39])[C:19]2[S:20][C:21]([C:24]3[CH:25]=[CH:26][C:27]([C:30]([F:31])([F:32])[F:33])=[CH:28][CH:29]=3)=[CH:22][CH:23]=2)[CH:12]=[CH:11][C:3]=1[O:4][C:5]([CH3:9])([CH3:10])[C:6]([OH:8])=[O:7] |f:1.2|. Reported procedure: 2-(2,3-Dichloro-4-(3-isopropoxy-3-(5-(4-(trifluoromethyl)phenyl)thien-2-yl)propyl)phenoxy)-2-methylpropanoic acid is prepared from 2-(2,3-dichloro-4-(3-hydroxy-3-(5-(4-(trifluoromethyl)phenyl)thien-2-yl)propyl)phenoxy)-2-methylpropanoic acid using 5 equivalents of sodium hydride and 4 equivalents of 2-bromopropane according to general procedure H. The reactants are CS(=O)(=O)c1ccc2c(c1)cc(C(=O)c1nccs1)n2Cc1ccc(F)cc1, [K+], NN, [OH-], O, OCCO. Yields the product CS(=O)(=O)c1ccc2c(c1)cc(Cc1nccs1)n2Cc1ccc(F)cc1. RXN SMILES: [F:1][c:2]1[cH:3][cH:4][c:5]([CH2:6][n:7]2[c:8]([C:20](=[O:21])[c:22]3[s:23][cH:24][cH:25][n:26]3)[cH:9][c:10]3[cH:11][c:12]([S:16](=[O:17])(=[O:18])[CH3:19])[cH:13][cH:14][c:15]23)[cH:27][cH:28]1.[K+:30].[NH2:35][NH2:36].[OH-:29].[OH2:37].[OH:31][CH2:32][CH2:33][OH:34]>>[F:1][c:2]1[cH:3][cH:4][c:5]([CH2:6][n:7]2[c:8]([CH2:20][c:22]3[s:23][cH:24][cH:25][n:26]3)[cH:9][c:10]3[cH:11][c:12]([S:16](=[O:17])(=[O:18])[CH3:19])[cH:13][cH:14][c:15]23)[cH:27][cH:28]1.